Dataset: the Open Reaction Database (ORD), a public repository of structured organic reaction records. Task: describe an organic reaction: reactants, conditions, products, and yield The reactants are C(=O)(O)C(CCC1=CC=CC=C1)NC1C(NC2=C(CC1)C=CC=C2)=O (3-(1-carboxy-3-phenylpropylamino)-2,3,4,5-tetrahydro-1H-[1]benzazepin-2-one), C([O-])(O)=O.[Na+] (sodium bicarbonate), C(C1=CC=CC=C1)Br (benzyl bromide). The solvent is CC(=O)N(C)C (dimethylacetamide). The product is C(C1=CC=CC=C1)OC(=O)C(CCC1=CC=CC=C1)NC1C(NC2=C(CC1)C=CC=C2)=O (3-(1-benzyloxycarbonyl-3-phenylpropylamino)-2,3,4,5-tetrahydro-1H-[1]benzazepin-2-one). As a reaction SMILES: [C:1]([CH:4]([NH:13][CH:14]1[CH2:20][CH2:19][C:18]2[CH:21]=[CH:22][CH:23]=[CH:24][C:17]=2[NH:16][C:15]1=[O:25])[CH2:5][CH2:6][C:7]1[CH:12]=[CH:11][CH:10]=[CH:9][CH:8]=1)([OH:3])=[O:2].C(=O)(O)[O-].[Na+].[CH2:31](Br)[C:32]1[CH:37]=[CH:36][CH:35]=[CH:34][CH:33]=1>CC(N(C)C)=O>[CH2:31]([O:2][C:1]([CH:4]([NH:13][CH:14]1[CH2:20][CH2:19][C:18]2[CH:21]=[CH:22][CH:23]=[CH:24][C:17]=2[NH:16][C:15]1=[O:25])[CH2:5][CH2:6][C:7]1[CH:12]=[CH:11][CH:10]=[CH:9][CH:8]=1)=[O:3])[C:32]1[CH:37]=[CH:36][CH:35]=[CH:34][CH:33]=1 |f:1.2|. Procedure details: A solution of 3-(1-carboxy-3-phenylpropylamino)-2,3,4,5-tetrahydro-1H-[1]benzazepin-2-one (as described in example 6, 13.0 g), sodium bicarbonate (10.0 g), and benzyl bromide (19.0 g) in dimethylacetamide (750 ml) was stirred at room temperature under a nitrogen atmosphere for 72 hours. The reaction mixture was filtered and evaporated under high vacuum. Water (150 ml) was added, and the resulting solution extracted with dichloromethane (2×400 ml). The combined extracts were washed with water (10... Reactants: [Al+3], C1CCOC1, CON(C)C(=O)c1ccc(C(F)(F)F)cc1OC(C)C, [H-], [H-], [H-], [H-], [Li+]. Product: CC(C)Oc1cc(C(F)(F)F)ccc1C=O. Reaction SMILES: [Al+3:22].[CH2:27]1[O:28][CH2:29][CH2:30][CH2:31]1.[CH:1]([CH3:2])([CH3:3])[O:4][c:5]1[c:6]([C:7](=[O:8])[N:9]([O:10][CH3:11])[CH3:12])[cH:13][cH:14][c:15]([C:17]([F:18])([F:19])[F:20])[cH:16]1.[H-:21].[H-:24].[H-:25].[H-:26].[Li+:23]>>[CH:1]([CH3:2])([CH3:3])[O:4][c:5]1[c:6]([CH:7]=[O:8])[cH:13][cH:14][c:15]([C:17]([F:18])([F:19])[F:20])[cH:16]1. Starting materials: C1=CC=CC=C1 (benzene), BrC1=CC=C(N)C=C1 (4-bromoaniline), FC(C1=C(C=CC=C1)B(O)O)(F)F (2-(trifluoromethyl)phenylboronic acid), C([O-])([O-])=O.[Na+].[Na+] (sodium carbonate). The reagents and catalysts are [Br-].C(CCC)[N+](CCCC)(CCCC)CCCC (tetrabutylammonium bromide), [Pd].C1(=CC=CC=C1)P(C1=CC=CC=C1)C1=CC=CC=C1.C1(=CC=CC=C1)P(C1=CC=CC=C1)C1=CC=CC=C1.C1(=CC=CC=C1)P(C1=CC=CC=C1)C1=CC=CC=C1.C1(=CC=CC=C1)P(C1=CC=CC=C1)C1=CC=CC=C1 (tetrakis(triphenylphosphine) palladium(0)). Run in C(Cl)Cl (methylene chloride), O (water). Yields the product NC1=CC=C(C=C1)C1=C(C=CC=C1)C(F)(F)F (4-amino-2′-trifluoromethyl-[1,1′]biphenyl). Isolated yield 44.1%. Reaction SMILES: Br[C:2]1[CH:8]=[CH:7][C:5]([NH2:6])=[CH:4][CH:3]=1.[F:9][C:10]([F:21])([F:20])[C:11]1[CH:16]=[CH:15][CH:14]=[CH:13][C:12]=1B(O)O.C(=O)([O-])[O-].[Na+].[Na+].C1C=CC=CC=1>[Br-].C([N+](CCCC)(CCCC)CCCC)CCC.C(Cl)Cl.O.[Pd].C1(P(C2C=CC=CC=2)C2C=CC=CC=2)C=CC=CC=1.C1(P(C2C=CC=CC=2)C2C=CC=CC=2)C=CC=CC=1.C1(P(C2C=CC=CC=2)C2C=CC=CC=2)C=CC=CC=1.C1(P(C2C=CC=CC=2)C2C=CC=CC=2)C=CC=CC=1>[NH2:6][C:5]1[CH:7]=[CH:8][C:2]([C:12]2[CH:13]=[CH:14][CH:15]=[CH:16][C:11]=2[C:10]([F:21])([F:20])[F:9])=[CH:3][CH:4]=1 |f:2.3.4,6.7,10.11.12.13.14|. Procedure: A mixture of 3.44 g (20 mmol) of 4-bromoaniline and 3.80 g (20 mmol) of 2-(trifluoromethyl)phenylboronic acid, 1.16 g of tetrakis(triphenylphosphine) palladium(0) (1 mmol), 0.32 g of tetrabutylammonium bromide (1 mmol) and 20 mL of 2M aqueous sodium carbonate were refluxed with 180 mL of benzene under N2 for 14 hours. After cooling, the mixture was diluted with methylene chloride and water. The two phases were separated and the organic phase was washed with water, dried with MgSO4 and concentrat... Starting materials: Cl.NCC(C(=O)OC)C (methy 3-amino-2-methylpropionate hydrogen chloride salt), C(Cl)(Cl)Cl (chloroform), ClC=1OC2=C(N1)C=CC=C2 (2-chloro-1,3-benzoxazole). Conditions: temperature 40 celsius, time 12 hour. Yields the product COC(C(CNC=1OC2=C(N1)C=CC=C2)C)=O (Methyl-3-[(1,3-benzoxazol-2-yl)amino]-2-methylpropionate). Yield: 70.4%. RXN SMILES: Cl.[NH2:2][CH2:3][CH:4]([CH3:9])[C:5]([O:7][CH3:8])=[O:6].C(Cl)(Cl)Cl.Cl[C:15]1[O:16][C:17]2[CH:23]=[CH:22][CH:21]=[CH:20][C:18]=2[N:19]=1>>[CH3:8][O:7][C:5](=[O:6])[CH:4]([CH3:9])[CH2:3][NH:2][C:15]1[O:16][C:17]2[CH:23]=[CH:22][CH:21]=[CH:20][C:18]=2[N:19]=1 |f:0.1|. Procedure details: To the suspension of 0.55 g (4 mmol) methy 3-amino-2-methylpropionate hydrogen chloride salt and 4 ml chloroform 0.52 g (5.2 mmol) triethylamine and 0.3 g (2 mmol) 2-chloro-1,3-benzoxazole are added and the mixture is stirred at 40° C. for 4 hours and at room temperature for 12 hours. The chloroform solution is washed with water, citric acid solution and water, dried over sodium sulfate and evaporated in vacuum. The residue is treated with hexane, the crystals are filtered off and washed. 0.33 g... Starting materials: NCC1=CC=C(C=C1)NC=1SC2=C(N1)C1=C(CCC2)C=CC(=C1)F.NC1=CC=C(CNC(OC(C)(C)C)=O)C=C1 (N2-[4-(aminomethyl)phenyl]-9-fluoro-5,6-dihydro-4H-benzo-[6,7]cyclohepta[d][1,3]thiazol-2-amine tert-butyl N-(4-aminobenzyl)carbamate), C(C1=CC=CC=C1)(=O)N=C=S (benzoylisothiocyanate). The solvent is C1CCOC1 (THF). Reaction conditions: time 2 hour. Yields the product C(C1=CC=CC=C1)(=O)NC(=S)NC1=CC=C(CNC(OC(C)(C)C)=O)C=C1 (tert-butyl N-(4-{[(benzoylamino)carbothioyl]amino}-benzyl)carbamate). Yield: 99.9%. Reaction SMILES: NCC1C=CC(NC2SC3CCCC4C=CC(F)=CC=4C=3N=2)=CC=1.[NH2:25][C:26]1[CH:40]=[CH:39][C:29]([CH2:30][NH:31][C:32](=[O:38])[O:33][C:34]([CH3:37])([CH3:36])[CH3:35])=[CH:28][CH:27]=1.[C:41]([N:49]=[C:50]=[S:51])(=[O:48])[C:42]1[CH:47]=[CH:46][CH:45]=[CH:44][CH:43]=1>C1COCC1>[C:41]([NH:49][C:50]([NH:25][C:26]1[CH:40]=[CH:39][C:29]([CH2:30][NH:31][C:32](=[O:38])[O:33][C:34]([CH3:36])([CH3:37])[CH3:35])=[CH:28][CH:27]=1)=[S:51])(=[O:48])[C:42]1[CH:47]=[CH:46][CH:45]=[CH:44][CH:43]=1 |f:0.1|. Procedure details: To a stirred solution of N2-[4-(aminomethyl)phenyl]-9-fluoro-5,6-dihydro-4H-benzo-[6,7]cyclohepta[d][1,3]thiazol-2-amine-tert-butyl N-(4-aminobenzyl)carbamate (6.00 g, 27.0 mmol) in anhydrous THF (50 ml) was added benzoylisothiocyanate (4.43 g, 27.0 mmol). The solution was stirred for 2 hours and the solvent removed in vacuo to yield 100% (10.4 g) of the protected thiourea as a yellow solid: m.p. 161-163° C. 1H-NMR (CDCl3) δ 1.45 (9H, s), 4.33 (2H, d), 4.85 (1H, broad), 7.34 (2H, d), 7.60 (5H, m... The reactants are FC(C1=CC=2C=3N(C(NC2C=C1)=O)CCCN3)(F)F (10-trifluoromethyl-6-oxo-2,3,4,5,6,7-hexahydropyrimido-[1,2-c]-quinazoline), C(C=C)Br (allyl bromide). The product is FC(C1=CC=2C=3N(C(N(C2C=C1)CC=C)=O)CCCN3)(F)F (10-Trifluoromethyl-6-oxo-7-allyl-2,3,4,5,6,7-hexahydropyrimido-[1,2-c]-quinazoline). RXN SMILES: [F:1][C:2]([F:19])([F:18])[C:3]1[CH:12]=[CH:11][C:10]2[NH:9][C:8](=[O:13])[N:7]3[CH2:14][CH2:15][CH2:16][N:17]=[C:6]3[C:5]=2[CH:4]=1.[CH2:20](Br)[CH:21]=[CH2:22]>>[F:19][C:2]([F:1])([F:18])[C:3]1[CH:12]=[CH:11][C:10]2[N:9]([CH2:22][CH:21]=[CH2:20])[C:8](=[O:13])[N:7]3[CH2:14][CH2:15][CH2:16][N:17]=[C:6]3[C:5]=2[CH:4]=1. Procedure: Preparation analogously to Example 29 from 10-trifluoromethyl-6-oxo-2,3,4,5,6,7-hexahydropyrimido-[1,2-c]-quinazoline and allyl bromide. Conditions: temperature 305 celsius. Product: C1=CC=C2C(=C1)C(=O)C3=C(C2=O)C=C(C=C3)Cl (β-chloroanthraquinone). Reported procedure: A fluidized bed reactor equipped with a heating jacket is filled with 70 parts of aluminum silicate grit (25% by weight of SiO2 and 75% by weight of Al2O3 ; φ from 0.1 to 0.3 mm) and is heated to 305° C. The specific total surface area of the cyclizing agent is 400 square meters per gram. The catalyst is kept fluidized by means of 300 parts by volume of nitrogen/hour. Per hour, 70 parts of o-(4-chlorobenzoyl)-benzoic acid are fed into the reactor. The β-chloroanthraquinone formed is precipitated... Reaction SMILES: [Si]([O-])([O-])([O-])[O-].[Al+3].[Si]([O-])([O-])([O-])[O-].[Si]([O-])([O-])([O-])[O-].[Al+3].[Al+3].[Al+3].[Cl:20][C:21]1[CH:37]=[CH:36][C:24]([C:25]([C:27]2[CH:35]=[CH:34][CH:33]=[CH:32][C:28]=2[C:29]([OH:31])=O)=[O:26])=[CH:23][CH:22]=1>>[CH:34]1[CH:35]=[C:27]2[C:25]([C:24]3[CH:23]=[CH:22][C:21]([Cl:20])=[CH:37][C:36]=3[C:29](=[O:31])[C:28]2=[CH:32][CH:33]=1)=[O:26] |f:0.1.2.3.4.5.6|. The reactants are [Si]([O-])([O-])([O-])[O-].[Al+3].[Si]([O-])([O-])([O-])[O-].[Si]([O-])([O-])([O-])[O-].[Al+3].[Al+3].[Al+3] (aluminum silicate), 300, ClC1=CC=C(C(=O)C2=C(C(=O)O)C=CC=C2)C=C1 (o-(4-chlorobenzoyl)-benzoic acid).